This data is from the Open Reaction Database (ORD), a public repository of structured organic reaction records. The task is: describe an organic reaction: reactants, conditions, products, and yield Reactants: COc1ncc(C#N)cc1-c1ccc(CNC(=O)OC(C)(C)C)cc1, ClCCl, O=C(O)C(F)(F)F. Product: COc1ncc(C#N)cc1-c1ccc(CN)cc1. As a reaction SMILES: [C:1]([O:2][C:3](=[O:4])[NH:7][CH2:8][c:9]1[cH:10][cH:11][c:12](-[c:15]2[c:16]([O:23][CH3:24])[n:17][cH:18][c:19]([C:21]#[N:22])[cH:20]2)[cH:13][cH:14]1)([CH3:5])([CH3:6])[CH3:25].[Cl:33][CH2:34][Cl:35].[OH:26][C:27]([C:28]([F:29])([F:30])[F:31])=[O:32]>>[NH2:7][CH2:8][c:9]1[cH:10][cH:11][c:12](-[c:15]2[c:16]([O:23][CH3:24])[n:17][cH:18][c:19]([C:21]#[N:22])[cH:20]2)[cH:13][cH:14]1. The reactants are ClCn1cncn1, N#CC(CCN1CCOCC1)c1ccc(Cl)cc1, [H-], [Na+], CN(C)C=O, O. Yields the product N#CC(CCN1CCOCC1)(Cn1cncn1)c1ccc(Cl)cc1. As a reaction SMILES: [Cl:26][CH2:27][n:28]1[n:29][cH:30][n:31][cH:32]1.[Cl:3][c:4]1[cH:5][cH:6][c:7]([CH:10]([C:11]#[N:12])[CH2:13][CH2:14][N:15]2[CH2:16][CH2:17][O:18][CH2:19][CH2:20]2)[cH:8][cH:9]1.[H-:1].[Na+:2].[O:21]=[CH:22][N:23]([CH3:24])[CH3:25].[OH2:33]>>[Cl:3][c:4]1[cH:5][cH:6][c:7]([C:10]([C:11]#[N:12])([CH2:13][CH2:14][N:15]2[CH2:16][CH2:17][O:18][CH2:19][CH2:20]2)[CH2:27][n:28]2[n:29][cH:30][n:31][cH:32]2)[cH:8][cH:9]1. Starting materials: C1=CC(=CC(=C1)Cl)C(=O)OO (mCPBA), ClC1=CC=C2C(=N1)N=C(N2C2=NC(=NC=C2)SC)C2=CC=C(C=C2)F (5-Chloro-2-(4-fluorophenyl)-1-(2-methylthio-4-pyrimidinyl)imidazo[4,5-b]pyridine), C(=O)([O-])[O-].[Na+].[Na+] (Na2CO3). Solvent: C(Cl)Cl.CC(=O)O (CH2Cl2 HOAc). Yields the product ClC1=CC=C2C(=N1)N=C(N2)C2=CC=C(C=C2)F (5-Chloro-2-(4-fluorophenyl)imidazo-[4,5-b]pyridine). The yield is 161.5%. Reaction SMILES: [Cl:1][C:2]1[N:7]=[C:6]2[N:8]=[C:9]([C:19]3[CH:24]=[CH:23][C:22]([F:25])=[CH:21][CH:20]=3)[N:10](C3C=CN=C(SC)N=3)[C:5]2=[CH:4][CH:3]=1.C1C=C(Cl)C=C(C(OO)=O)C=1.C([O-])([O-])=O.[Na+].[Na+]>C(Cl)Cl.CC(O)=O>[Cl:1][C:2]1[N:7]=[C:6]2[N:8]=[C:9]([C:19]3[CH:20]=[CH:21][C:22]([F:25])=[CH:23][CH:24]=3)[NH:10][C:5]2=[CH:4][CH:3]=1 |f:2.3.4,5.6|. Reported procedure: 5-Chloro-2-(4-fluorophenyl)-1-(2-methylthio-4-pyrimidinyl)imidazo[4,5-b]pyridine (372 mg 1 mmol) is dissolved in CH2Cl2/HOAc (7 ml 5/2) and treated with mCPBA (270 mg 70% 1.1 mmol) at 0° C. for 30 min. The reaction mixture is poured on 2N Na2CO3 and extracted with ethyl acetate three times. The combined organic phases are dried over Na2SO4, filtered, evaporated to dryness and purified by SiO2 chromatography (ethyl acetate) to yield the title compound (400 mg 100%) as yellow foam. Starting materials: [Br-].FC(CC[P+](C1=CC=CC=C1)(C1=CC=CC=C1)C1=CC=CC=C1)(F)F ((3,3,3-trifluoropropyl)triphenylphosphonium bromide), C(#N)C1=CC=C(C=C1)[C@@H]1CC[C@H](CC1)C=O (trans-4-(4-cyanophenyl)cyclohexanecarbaldehyde), CC(C)(C)[O-].[K+] (t-BuOK). The solvent is C1CCOC1 (THF), C1CCOC1 (THF). Reaction conditions: temperature -20 celsius, time 30 minute. The product is FC(CC=C[C@@H]1CC[C@H](CC1)C1=CC=C(C#N)C=C1)(F)F (4-(trans-4-(4,4,4-trifluorobutenyl)cyclohexyl)benzonitrile). Yield: 84.8%. As a reaction SMILES: [Br-].[F:2][C:3]([F:26])([F:25])[CH2:4][CH2:5][P+](C1C=CC=CC=1)(C1C=CC=CC=1)C1C=CC=CC=1.CC([O-])(C)C.[K+].[C:33]([C:35]1[CH:40]=[CH:39][C:38]([C@H:41]2[CH2:46][CH2:45][C@H:44]([CH:47]=O)[CH2:43][CH2:42]2)=[CH:37][CH:36]=1)#[N:34]>C1COCC1>[F:2][C:3]([F:26])([F:25])[CH2:4][CH:5]=[CH:47][C@H:44]1[CH2:45][CH2:46][C@H:41]([C:38]2[CH:39]=[CH:40][C:35]([C:33]#[N:34])=[CH:36][CH:37]=2)[CH2:42][CH2:43]1 |f:0.1,2.3|. Procedure details: A mixture of (3,3,3-trifluoropropyl)triphenylphosphonium bromide (9.0 g, 20.5 millimols) with THF (45 ml) was cooled down to -20° C., followed by adding t-BuOK (2.5 g, 22.5 millimols) to the mixture, stirring for 30 minutes, dropwise adding to the mixture, a THF (50 ml) solution of trans-4-(4-cyanophenyl)cyclohexanecarbaldehyde (4.8 g, 22.5 millimols) so as to keep the temperature at -20° C. or lower, stirring the mixture at the same temperature for 2 hours, and treating the product in the same ...